Dataset: the Open Reaction Database (ORD), a public repository of structured organic reaction records. Task: describe an organic reaction: reactants, conditions, products, and yield The reactants are C1(CC1)COC1=C(C=C(C=C1)C=1OC2=C(N1)C(=CC(=C2)O)F)F (2-(4-(cyclopropylmethoxy)-3-fluorophenyl)-4-fluoro-1,3-benzoxazol-6-ol), OC[C@H](C)NC(OC(C)(C)C)=O (tert-butyl ((2S)-1-hydroxypropan-2-yl)carbamate), C1(=CC=CC=C1)P(C1=CC=CC=C1)C1=CC=CC=C1 (triphenylphosphine), C1(=CC=CC=C1)C.N(=NC(=O)OC(C)C)C(=O)OC(C)C (diisopropyl azodicarboxylate toluene). The solvent is C1CCOC1 (THF). Run at time 30 minute. The product is C1(CC1)COC1=C(C=C(C=C1)C=1OC2=C(N1)C(=CC(=C2)OC[C@H](C)NC(OC(C)(C)C)=O)F)F (tert-butyl ((2S)-1-((2-(4-(cyclopropylmethoxy)-3-fluorophenyl)-4-fluoro-1,3-benzoxazol-6-yl)oxy)propan-2-yl)carbamate). Yield: 96.7%. As a reaction SMILES: [CH:1]1([CH2:4][O:5][C:6]2[CH:11]=[CH:10][C:9]([C:12]3[O:13][C:14]4[CH:20]=[C:19]([OH:21])[CH:18]=[C:17]([F:22])[C:15]=4[N:16]=3)=[CH:8][C:7]=2[F:23])[CH2:3][CH2:2]1.O[CH2:25][C@@H:26]([NH:28][C:29](=[O:35])[O:30][C:31]([CH3:34])([CH3:33])[CH3:32])[CH3:27].C1(P(C2C=CC=CC=2)C2C=CC=CC=2)C=CC=CC=1.C1(C)C=CC=CC=1.N(C(OC(C)C)=O)=NC(OC(C)C)=O>C1COCC1>[CH:1]1([CH2:4][O:5][C:6]2[CH:11]=[CH:10][C:9]([C:12]3[O:13][C:14]4[CH:20]=[C:19]([O:21][CH2:27][C@@H:26]([NH:28][C:29](=[O:35])[O:30][C:31]([CH3:32])([CH3:34])[CH3:33])[CH3:25])[CH:18]=[C:17]([F:22])[C:15]=4[N:16]=3)=[CH:8][C:7]=2[F:23])[CH2:2][CH2:3]1 |f:3.4|. Procedure details: To a solution of 2-(4-(cyclopropylmethoxy)-3-fluorophenyl)-4-fluoro-1,3-benzoxazol-6-ol (110 mg), tert-butyl ((2S)-1-hydroxypropan-2-yl)carbamate (91.0 mg) and triphenylphosphine (136 mg) in THF (5 mL) was added dropwise diisopropyl azodicarboxylate toluene solution (1.9 M, 0.274 mL) at 0° C., and the mixture was stirred at room temperature for 30 min. The reaction mixture was concentrated under reduced pressure, and the residue was purified by silica gel column chromatography (NH, hexane/ethyl ... Starting materials: CO, ClC(Cl)Cl, [O-][I+3]([O-])([O-])[O-], [Na+], O, CC(C)(NO)C(C)(C)NO. Product: CC1(C)[N+]([O-])=[N+]([O-])C1(C)C. Reaction SMILES: [CH3:21][OH:22].[Cl:17][CH:18]([Cl:19])[Cl:20].[I+3:11]([O-:12])([O-:13])([O-:14])[O-:15].[Na+:16].[OH2:23].[OH:1][NH:2][C:3]([CH3:4])([C:5]([CH3:6])([NH:7][OH:8])[CH3:9])[CH3:10]>>[O-:1][N+:2]1=[N+:7]([O-:8])[C:5]([CH3:6])([CH3:9])[C:3]1([CH3:4])[CH3:10]. Reactants: [Li]CCCC (n-BuLi), BrC=1C=NC=CC1 (3-bromopyridine), CON(C(=O)C1=CN=CS1)C (N-methoxy-N-methylthiazole-5-carboxamide), Intermediate 11. The solvent is CCOCC (Et2O), CCOCC (Et2O). Run at temperature 0 celsius, time 40 minute. Product: N1=CC(=CC=C1)C(=O)C1=CN=CS1 (Pyridin-3-yl(thiazol-5-yl)methanone). RXN SMILES: [Li]CCCC.Br[C:7]1[CH:8]=[N:9][CH:10]=[CH:11][CH:12]=1.CON(C)[C:16]([C:18]1[S:22][CH:21]=[N:20][CH:19]=1)=[O:17]>CCOCC>[N:9]1[CH:10]=[CH:11][CH:12]=[C:7]([C:16]([C:18]2[S:22][CH:21]=[N:20][CH:19]=2)=[O:17])[CH:8]=1. Procedure: A n-BuLi solution (2.37 mL, 3.80 mmol, 1.6 M solution in hexane) was slowly added to a −78° C. to a solution of 3-bromopyridine (0.600 g, 3.80 mmol) in Et2O (10 mL). After addition, stirring was continued for an additional 40 minutes and N-methoxy-N-methylthiazole-5-carboxamide (0.752 g, 4.37 mmol, Intermediate 11: step a) dissolved in Et2O (10 mL) was slowly added. The mixture was stirred at −78° C. for 10 minutes then warmed to 0° C. and stirred for 1 hour. The cold solution was quenched with ... As a reaction SMILES: [CH3:1][N:2]([CH2:4][P:5]([CH2:10][N:11]([CH3:13])[CH3:12])[CH2:6][N:7]([CH3:9])[CH3:8])[CH3:3].[ClH:14]>C(O)C>[ClH:14].[ClH:14].[ClH:14].[CH3:3][N:2]([CH2:4][P:5]([CH2:10][N:11]([CH3:13])[CH3:12])[CH2:6][N:7]([CH3:9])[CH3:8])[CH3:1] |f:3.4.5.6|. Isolated yield 100.3%. Yields the product Cl.Cl.Cl.CN(C)CP(CN(C)C)CN(C)C (tris(dimethylaminomethyl)phosphine trihydrochloride). Procedure: A rubber-capped serum bottle containing 25 ml of ethanol was purged of air with argon, and then charged by means of a syringe with 2.31 g (11.25 mmol) of tris(dimethylaminomethyl)phosphine and 7.00 ml (42.0 mmol) of 6 N hydrochloric acid. The solution, which fumed but remained clear, was shaken for 30 min and then stripped under vacuum, leaving 3.55 g (100% yield) of tris(dimethylaminomethyl)phosphine trihydrochloride as a white, crystalline solid. The reactants are CN(C)CP(CN(C)C)CN(C)C (tris(dimethylaminomethyl)phosphine), Cl (hydrochloric acid). Reaction conditions: time 30 minute. Run in C(C)O (ethanol). The reactants are CC#N, CCOC(C)=O, COc1ncccc1CC1CC=CC1, C[Si](C)(C)Cl, [I-], [Na+], O. Yields the product O=c1[nH]cccc1CC1CC=CC1. Reaction SMILES: [CH3:23][C:24]#[N:25].[CH3:26][CH2:27][O:28][C:29](=[O:30])[CH3:31].[CH:1]1([CH2:6][c:7]2[c:8]([O:13][CH3:14])[n:9][cH:10][cH:11][cH:12]2)[CH2:2][CH:3]=[CH:4][CH2:5]1.[Cl:17][Si:18]([CH3:19])([CH3:20])[CH3:21].[I-:16].[Na+:15].[OH2:22]>>[CH:1]1([CH2:6][c:7]2[c:8](=[O:13])[nH:9][cH:10][cH:11][cH:12]2)[CH2:2][CH:3]=[CH:4][CH2:5]1.